The task is: describe an organic reaction: reactants, conditions, products, and yield. This data is from the Open Reaction Database (ORD), a public repository of structured organic reaction records. The reactants are Cl.[N+](=O)([O-])C1=CC=C(C=C1)CON (O-[(4-nitrophenyl)methyl]hydroxylamine hydrochloride), C1=NC2=C(C(=N1)Cl)N=CN2[C@H]3[C@@H]([C@@H]([C@H](O3)CO)O)O (6-chloropurine riboside), C(C)(C)N(CC)C(C)C (diisopropylethylamine). Solvent: CN(C)C=O (DMF). The product is [N+](=O)([O-])C1=CC=C(C=C1)CONC=1C=2N=CN([C@H]3[C@H](O)[C@H](O)[C@@H](CO)O3)C2N=CN1 (N-[(4-Nitrophenyl)methoxy]adenosine). RXN SMILES: Cl.[N+:2]([C:5]1[CH:10]=[CH:9][C:8]([CH2:11][O:12][NH2:13])=[CH:7][CH:6]=1)([O-:4])=[O:3].[CH:14]1[N:19]=[C:18](Cl)[C:17]2[N:21]=[CH:22][N:23]([C@@H:24]3[O:28][C@H:27]([CH2:29][OH:30])[C@@H:26]([OH:31])[C@H:25]3[OH:32])[C:16]=2[N:15]=1.C(N(C(C)C)CC)(C)C>CN(C=O)C>[N+:2]([C:5]1[CH:6]=[CH:7][C:8]([CH2:11][O:12][NH:13][C:18]2[C:17]3[N:21]=[CH:22][N:23]([C:16]=3[N:15]=[CH:14][N:19]=2)[C@@H:24]2[O:28][C@H:27]([CH2:29][OH:30])[C@@H:26]([OH:31])[C@H:25]2[OH:32])=[CH:9][CH:10]=1)([O-:4])=[O:3] |f:0.1|. Reported procedure: The title compound was prepared according to Method A described above (R2, R3 =H) by reacting O-[(4-nitrophenyl)methyl]hydroxylamine hydrochloride (1.43 g, 7 mmol) with 6-chloropurine riboside (i.e. 9-β-D-ribofuranosyl-6-chloro-9H-purine) (1.0 g, 3.5 mmol) in DMF (40 ml) at 110° C. for 2 h with diisopropylethylamine (1.80 g, 14 mmol) present. The reaction mixture was evaporated and to the resultant residue was added saturated sodium bicarbonate solution (20 ml) and water (20 ml). Methanol was gr... Starting materials: COC1=CC=C2CCC(C2=C1)C(CC)C=1N=CNC1 (4-[1-(6-methoxyindan-1-yl)-propyl]-1H-imidazole), Br (hydrobromic acid), [OH-].[NH4+] (ammonium hydroxide). The solvent is O (water). Yields the product N1C=NC(=C1)C(CC)C1CCC2=CC=C(C=C12)O (3-[1-(1H-Imidazol-4-yl)-propyl]-indan-5-ol). As a reaction SMILES: C[O:2][C:3]1[CH:11]=[C:10]2[C:6]([CH2:7][CH2:8][CH:9]2[CH:12]([C:15]2[N:16]=[CH:17][NH:18][CH:19]=2)[CH2:13][CH3:14])=[CH:5][CH:4]=1.Br.[OH-].[NH4+]>O>[NH:18]1[CH:19]=[C:15]([CH:12]([CH:9]2[C:10]3[C:6](=[CH:5][CH:4]=[C:3]([OH:2])[CH:11]=3)[CH2:7][CH2:8]2)[CH2:13][CH3:14])[N:16]=[CH:17]1 |f:2.3|. Reported procedure: A stirred mixture of 4-[1-(6-methoxyindan-1-yl)-propyl]-1H-imidazole (174 mg) and 48% hydrobromic acid (9 ml) is heated under reflux for 50 minutes. The cooled reaction mixture is poured into water and is made basic with ammonium hydroxide solution. The product is extracted into ethyl acetate which is washed with water, dried with sodium sulfate and evaporated to dryness. The crude product is purified by flash chromatography using methylene chloride-methanol as eluent. The product is a mixture o... Starting materials: CO, Cl, O=[N+]([O-])c1ccc2c(c1)CNCC2. Product: Nc1ccc2c(c1)CNCC2. As a reaction SMILES: [CH3:15][OH:16].[ClH:1].[N+:2]([O-:3])(=[O:4])[c:5]1[cH:6][cH:7][c:8]2[c:13]([cH:14]1)[CH2:12][NH:11][CH2:10][CH2:9]2>>[NH2:2][c:5]1[cH:6][cH:7][c:8]2[c:13]([cH:14]1)[CH2:12][NH:11][CH2:10][CH2:9]2.